The task is: describe an organic reaction: reactants, conditions, products, and yield. This data is from the Open Reaction Database (ORD), a public repository of structured organic reaction records. Starting materials: CS(=O)(=O)O, CO, CO, ClCCl, CCOCC(C)Nc1nc2ccc(-c3nc(C4(CO)CC4)[nH]c3-c3ccc(F)cc3F)nc2o1. Yields the product CS(=O)(=O)O, CCOCC(C)Nc1nc2ccc(-c3nc(C4(CO)CC4)[nH]c3-c3ccc(F)cc3F)nc2o1. Reaction SMILES: [CH3:35][S:36]([OH:37])(=[O:38])=[O:39].[CH3:40][OH:41].[CH3:45][OH:46].[Cl:42][CH2:43][Cl:44].[F:1][c:2]1[c:3](-[c:9]2[c:10](-[c:19]3[cH:20][cH:21][c:22]4[c:23]([n:24]3)[o:25][c:26]([NH:28][CH:29]([CH2:30][O:31][CH2:32][CH3:33])[CH3:34])[n:27]4)[n:11][c:12]([C:14]3([CH2:17][OH:18])[CH2:15][CH2:16]3)[nH:13]2)[cH:4][cH:5][c:6]([F:8])[cH:7]1>>[CH3:35][S:36](=[O:37])(=[O:38])[OH:39].[F:1][c:2]1[c:3](-[c:9]2[c:10](-[c:19]3[cH:20][cH:21][c:22]4[c:23]([n:24]3)[o:25][c:26]([NH:28][CH:29]([CH2:30][O:31][CH2:32][CH3:33])[CH3:34])[n:27]4)[n:11][c:12]([C:14]3([CH2:17][OH:18])[CH2:15][CH2:16]3)[nH:13]2)[cH:4][cH:5][c:6]([F:8])[cH:7]1. Reactants: COC=1C=C(C=CC1)C12CC(NC(C2=CCCC1)=O)=O (4a-(m-Methoxyphenyl)-1,3-diketo-1,2,3,4,4a,5,6, 7-octahydroisoquinoline), suspension, [H-].[Na+] (sodium hydride), oil, C1(CC1)CCS(=O)(=O)[O-] (Cyclopropylmethylmesylate), O (water). Run in CN(C=O)C (dimethylformamide), CN(C=O)C (dimethylformamide). Conditions: time 8 hour. Yields the product C1(CC1)CN1C(C2=CCCCC2(CC1=O)C1=CC(=CC=C1)OC)=O (N-Cyclopropylmethyl-4a-(m-methoxyphenyl)-1,3-diketo-1,2,3,4,4a,5,6,7-octahydroisoquinoline). Reaction SMILES: [CH3:1][O:2][C:3]1[CH:4]=[C:5]([C:9]23[CH2:18][CH2:17][CH2:16][CH:15]=[C:14]2[C:13](=[O:19])[NH:12][C:11](=[O:20])[CH2:10]3)[CH:6]=[CH:7][CH:8]=1.[H-].[Na+].[CH:23]1([CH2:26]CS([O-])(=O)=O)[CH2:25][CH2:24]1.O>CN(C)C=O>[CH:23]1([CH2:26][N:12]2[C:11](=[O:20])[CH2:10][C:9]3([C:5]4[CH:6]=[CH:7][CH:8]=[C:3]([O:2][CH3:1])[CH:4]=4)[C:14](=[CH:15][CH2:16][CH2:17][CH2:18]3)[C:13]2=[O:19])[CH2:25][CH2:24]1 |f:1.2|. Procedure: 4a-(m-Methoxyphenyl)-1,3-diketo-1,2,3,4,4a,5,6, 7-octahydroisoquinoline (99 g, 0.365 moles) in 1000 ml of anhydrous dimethylformamide was added dropwise to a 55% suspension of sodium hydride in mineral oil (19.8 g) in 500 ml of dimethylformamide at 70°. The reaction mixture was heated for 1 hour at 80° and then cooled to 25°. Cyclopropylmethylmesylate (59.6 g) was added and the reaction mixture heated at 70°-80° for one hour and stirred overnight. It was poured into water and extracted with ethe... Procedure: 1,3-Dipropyl-8-(4-cyanophenyl)xanthine was prepared by treatment of 1,3-dipropyl-5,6-diaminouracil (6.37 g, 28.15 mmol) with 4-cyanobenzaldehyde (3.72 g, 28.37 mmol) in absolute ethanol (175 ml) with acetic acid (5 ml) heated at reflux for 2 hours. The reaction mixture was then cooled to 0° C., and the resulting precipitate collected, and recrystallized from ethanol yielding a white solid (8.1 g, 24.0 mmol, 85%) IR (KBr) 3142 (N--H), 2965 (C--H), 2232 (C=N), 1695 (C=O), 1651 (C=O) cm-1 ; 1H NMR ... As a reaction SMILES: [CH2:1]([N:4]1[C:11]([NH2:12])=[C:10]([NH2:13])[C:8](=[O:9])[N:7]([CH2:14][CH2:15][CH3:16])[C:5]1=[O:6])[CH2:2][CH3:3].[C:17]([C:19]1[CH:26]=[CH:25][C:22]([CH:23]=O)=[CH:21][CH:20]=1)#[N:18].C(O)(=O)C.[K+].[Br-]>C(O)C>[CH2:14]([N:7]1[C:8](=[O:9])[C:10]2[NH:13][C:23]([C:22]3[CH:25]=[CH:26][C:19]([C:17]#[N:18])=[CH:20][CH:21]=3)=[N:12][C:11]=2[N:4]([CH2:1][CH2:2][CH3:3])[C:5]1=[O:6])[CH2:15][CH3:16] |f:3.4|. Run at temperature 0 celsius. Starting materials: C(CC)N1C(=O)N(C(=O)C(=C1N)N)CCC (1,3-dipropyl-5,6-diaminouracil), C(#N)C1=CC=C(C=O)C=C1 (4-cyanobenzaldehyde), C(C)(=O)O (acetic acid), solid, [K+].[Br-] (KBr). The product is C(CC)N1C(=O)N(C=2N=C(NC2C1=O)C1=CC=C(C=C1)C#N)CCC (1,3-Dipropyl-8-(4-cyanophenyl)xanthine). Solvent: C(C)O (ethanol), C(C)O (ethanol). Reactants: O.O.O.O.C(C)(=O)[O-].[Mg+2].C(C)(=O)[O-] (magnesium acetate tetrahydrate), C(C)(=O)OC(C)=O (acetic anhydride). Yields the product C(C)(=O)[O-].[Mg+2].C(C)(=O)[O-] (magnesium acetate). As a reaction SMILES: O.O.O.O.[C:5]([O-:8])(=[O:7])[CH3:6].[Mg+2:9].[C:10]([O-:13])(=[O:12])[CH3:11].C(OC(=O)C)(=O)C>>[C:5]([O-:8])(=[O:7])[CH3:6].[Mg+2:9].[C:10]([O-:13])(=[O:12])[CH3:11] |f:0.1.2.3.4.5.6,8.9.10|. Procedure details: Into a 300 ml. flask equipped with mechanical stirrer and a condenser, and maintained under a nitrogen atmosphere, were added 21.5 grams magnesium acetate tetrahydrate and 100 ml. acetic anhydride and the mixture was heated at the reflux temperature for 3 hours. After the mixture had cooled, the liquid was drawn off and the solid dried at 40° C. under a vacuum of 0.2 mm mercury for several hours to obtain anhydrous magnesium acetate. Starting materials: CC(=O)Nc1ccc(C=CC(=O)O)cn1, CCO, [Na+], [OH-]. Yields the product Nc1ccc(C=CC(=O)O)cn1. As a reaction SMILES: [C:1](=[O:2])([CH3:3])[NH:4][c:5]1[cH:6][cH:7][c:8]([CH:11]=[CH:12][C:13](=[O:14])[OH:15])[cH:9][n:10]1.[CH3:18][CH2:19][OH:20].[Na+:17].[OH-:16]>>[NH2:4][c:5]1[cH:6][cH:7][c:8]([CH:11]=[CH:12][C:13](=[O:14])[OH:15])[cH:9][n:10]1. The reactants are CC1([C@@H]([C@@H]1\C=C/C(OCC(F)(F)F)=O)C(=O)O)C ((1R,cis)2,2-dimethyl-3-[(Z)3-oxo-3-(2,2,2-trifluoroethoxy)-1-propenyl]-cyclopropane-carboxylic acid), N1=CC=CC=C1 (pyridine), C1(CCCCC1)N=C=NC1CCCCC1 (dicyclohexylcarbodiimide), O[C@H](C#N)C1=CC(=CC=C1)OC1=CC=CC=C1 ((S)α-hydroxy-3-phenoxy-benzene-acetonitrile). The solvent is C(Cl)Cl (methylene chloride), C(Cl)Cl (methylene chloride). Conditions: time 5 hour. The product is CC1([C@@H]([C@@H]1\C=C/C(=O)OCC(F)(F)F)C(=O)O[C@@H](C1=CC(=CC=C1)OC1=CC=CC=C1)C#N)C ((S)α-cyano-3-phenoxy-benzyl(1R,cis)2,2-dimethyl-3-[(Z)3-(2,2,2-trifluoroethoxy)-3-oxo-1-propenyl]-cyclopropane-carboxylate). The yield is 57.5%. Reaction SMILES: [CH3:1][C:2]1([CH3:18])[C@@H:4](/[CH:5]=[CH:6]\[C:7](=[O:14])[O:8][CH2:9][C:10]([F:13])([F:12])[F:11])[C@H:3]1[C:15]([OH:17])=[O:16].N1C=CC=CC=1.C1(N=C=NC2CCCCC2)CCCCC1.O[C@@H:41]([C:44]1[CH:49]=[CH:48][CH:47]=[C:46]([O:50][C:51]2[CH:56]=[CH:55][CH:54]=[CH:53][CH:52]=2)[CH:45]=1)[C:42]#[N:43]>C(Cl)Cl>[CH3:1][C:2]1([CH3:18])[C@@H:4](/[CH:5]=[CH:6]\[C:7]([O:8][CH2:9][C:10]([F:13])([F:11])[F:12])=[O:14])[C@H:3]1[C:15]([O:17][C@H:41]([C:42]#[N:43])[C:44]1[CH:49]=[CH:48][CH:47]=[C:46]([O:50][C:51]2[CH:52]=[CH:53][CH:54]=[CH:55][CH:56]=2)[CH:45]=1)=[O:16]. Procedure details: 1.3 g of (1R,cis)2,2-dimethyl-3-[(Z)3-oxo-3-(2,2,2-trifluoroethoxy)-1-propenyl]-cyclopropane-carboxylic acid, 0.1 ml of pyridine and 15 ml of methylene chloride were mixed with agitation and then 1.05 g of dicyclohexylcarbodiimide were added thereto. A solution of 1.35 g of (S)α-hydroxy-3-phenoxy-benzene-acetonitrile in 5 ml of methylene chloride were then added to the mixture which was stirred for 5 hours at ambient temperature and then was filtered. The filter was rinsed with methylene chlorid...